This data is from the Open Reaction Database (ORD), a public repository of structured organic reaction records. The task is: describe an organic reaction: reactants, conditions, products, and yield Starting materials: Cc1cc(CCC=C(CC(=O)OC(C)(C)C)C(=O)O)ccc1-c1ccccc1, CO. The product is Cc1cc(CCCC(CC(=O)OC(C)(C)C)C(=O)O)ccc1-c1ccccc1. As a reaction SMILES: [C:1]([CH3:2])([CH3:3])([CH3:4])[O:5][C:6]([CH2:7][C:8]([C:9](=[O:10])[OH:11])=[CH:12][CH2:13][CH2:14][c:15]1[cH:16][c:17]([CH3:27])[c:18](-[c:21]2[cH:22][cH:23][cH:24][cH:25][cH:26]2)[cH:19][cH:20]1)=[O:28].[CH3:29][OH:30]>>[C:1]([CH3:2])([CH3:3])([CH3:4])[O:5][C:6]([CH2:7][CH:8]([C:9](=[O:10])[OH:11])[CH2:12][CH2:13][CH2:14][c:15]1[cH:16][c:17]([CH3:27])[c:18](-[c:21]2[cH:22][cH:23][cH:24][cH:25][cH:26]2)[cH:19][cH:20]1)=[O:28]. The reactants are NC1=C(C(=NC=N1)N[C@@H](C)C1=NN2C(C(N1C1=CC=CC=C1)=O)=C(C=C2)C)Br ((S)-2-(1-((6-amino-5-bromopyrimidin-4-yl)amino)ethyl)-5-methyl-3-phenylpyrrolo[2,1-f][1,2,4]triazin-4(3H)-one), COC1=CC=C(C=C1)S(=O)(=O)NC1=C2C=CN(C2=CC(=C1)B1OC(C(O1)(C)C)(C)C)COCC[Si](C)(C)C (4-methoxy-N-(6-(4,4,5,5-tetramethyl-1,3,2-dioxaborolan-2-yl)-1-((2-(trimethylsilyl)ethoxy)methyl)-1H-indol-4-yl)benzenesulfonamide), aqueous solution, C([O-])([O-])=O.[Cs+].[Cs+] (cesium carbonate). Run in O1CCOCC1 (dioxane), C(C)(=O)OCC (ethyl acetate). Conditions: temperature 100 celsius, time 18 hour. Yields the product NC1=NC=NC(=C1C1=CC(=C2C=CN(C2=C1)COCC[Si](C)(C)C)NS(=O)(=O)C1=CC=C(C=C1)OC)N[C@@H](C)C1=NN2C(C(N1C1=CC=CC=C1)=O)=C(C=C2)C ((S)—N-(6-(4-amino-6-((1-(5-methyl-4-oxo-3-phenyl-3,4-dihydropyrrolo[2,1-f][1,2,4]triazin-2-yl)ethyl)amino)pyrimidin-5-yl)-1-((2-(trimethylsilyl)ethoxy)methyl)-1H-indol-4-yl)-4-methoxybenzenesulfonamide). Yield: 63.1%. Reaction SMILES: [NH2:1][C:2]1[N:7]=[CH:6][N:5]=[C:4]([NH:8][C@H:9]([C:11]2[N:16]([C:17]3[CH:22]=[CH:21][CH:20]=[CH:19][CH:18]=3)[C:15](=[O:23])[C:14]3=[C:24]([CH3:27])[CH:25]=[CH:26][N:13]3[N:12]=2)[CH3:10])[C:3]=1Br.[CH3:29][O:30][C:31]1[CH:36]=[CH:35][C:34]([S:37]([NH:40][C:41]2[CH:49]=[C:48](B3OC(C)(C)C(C)(C)O3)[CH:47]=[C:46]3[C:42]=2[CH:43]=[CH:44][N:45]3[CH2:59][O:60][CH2:61][CH2:62][Si:63]([CH3:66])([CH3:65])[CH3:64])(=[O:39])=[O:38])=[CH:33][CH:32]=1.C(=O)([O-])[O-].[Cs+].[Cs+]>O1CCOCC1.C(OCC)(=O)C>[NH2:1][C:2]1[C:3]([C:48]2[CH:47]=[C:46]3[C:42]([CH:43]=[CH:44][N:45]3[CH2:59][O:60][CH2:61][CH2:62][Si:63]([CH3:66])([CH3:65])[CH3:64])=[C:41]([NH:40][S:37]([C:34]3[CH:33]=[CH:32][C:31]([O:30][CH3:29])=[CH:36][CH:35]=3)(=[O:39])=[O:38])[CH:49]=2)=[C:4]([NH:8][C@H:9]([C:11]2[N:16]([C:17]3[CH:22]=[CH:21][CH:20]=[CH:19][CH:18]=3)[C:15](=[O:23])[C:14]3=[C:24]([CH3:27])[CH:25]=[CH:26][N:13]3[N:12]=2)[CH3:10])[N:5]=[CH:6][N:7]=1 |f:2.3.4|. Reported procedure: A solution of (S)-2-(1-((6-amino-5-bromopyrimidin-4-yl)amino)ethyl)-5-methyl-3-phenylpyrrolo[2,1-f][1,2,4]triazin-4(3H)-one (100 mg, 0.23 mmol) were added 4-methoxy-N-(6-(4,4,5,5-tetramethyl-1,3,2-dioxaborolan-2-yl)-1-((2-(trimethylsilyl)ethoxy)methyl)-1H-indol-4-yl)benzenesulfonamide (194 mg, 0.30 mmol), 1,1′-bis(diphenylphosphino)ferrocene-palladium(II)dichloride dichloromethane complex (18 mg, 0.02 mmol) and 227 μl of a 2M aqueous solution of cesium carbonate in dioxane (2 ml). The mixture wa... The reactants are C1(=CC=CC=C1)C=1C=C2CC(NC2=CC1)=O (5-phenyl-2-oxindole), N1(CCCC1)CCOC=1C=C2C=C(NC2=CC1)C=O (5-(2-pyrrolidin-1-yl-ethoxy)-1H-indole-2-carbaldehyde), N1CCCCC1 (piperidine). Solvent: C(C)O (ethanol). Conditions: temperature 100 celsius. Yields the product C1(=CC=CC=C1)C=1C=C2C(C(NC2=CC1)=O)=CC=1NC2=CC=C(C=C2C1)OCCN1CCCC1 (5-Phenyl-3-[5-(2-pyrrolidin-1-yl-ethoxy)-1H-indol-2-ylmethylene]-1,3-dihydro-indol-2-one). Yield: 60.7%. RXN SMILES: [C:1]1([C:7]2[CH:8]=[C:9]3[C:13](=[CH:14][CH:15]=2)[NH:12][C:11](=[O:16])[CH2:10]3)[CH:6]=[CH:5][CH:4]=[CH:3][CH:2]=1.[N:17]1([CH2:22][CH2:23][O:24][C:25]2[CH:26]=[C:27]3[C:31](=[CH:32][CH:33]=2)[NH:30][C:29]([CH:34]=O)=[CH:28]3)[CH2:21][CH2:20][CH2:19][CH2:18]1.N1CCCCC1>C(O)C>[C:1]1([C:7]2[CH:8]=[C:9]3[C:13](=[CH:14][CH:15]=2)[NH:12][C:11](=[O:16])[C:10]3=[CH:34][C:29]2[NH:30][C:31]3[C:27]([CH:28]=2)=[CH:26][C:25]([O:24][CH2:23][CH2:22][N:17]2[CH2:21][CH2:20][CH2:19][CH2:18]2)=[CH:33][CH:32]=3)[CH:2]=[CH:3][CH:4]=[CH:5][CH:6]=1. Procedure details: A mixture of 5-phenyl-2-oxindole (23 mg, 0.11 mmol), 5-(2-pyrrolidin-1-yl-ethoxy)-1H-indole-2-carbaldehyde (29 mg, 0.11 mmol) and piperidine (0.1 mL) in ethanol (1 mL) was heated at 100° C. for 2 hours. The precipitate was collected by vacuum filtration, washed with ethanol and dried to give 30 mg (61%) of the title compound as an orange solid. Reactants: ClC=1N=C(C2=C(N1)N(C=C2)C)Cl (2,4-dichloro-7-methyl-7H-pyrrolo[2,3-d]pyrimidine), [OH-].[K+] (potassium hydroxide), Cl (hydrochloric acid). Run at temperature 100 celsius, time 8 hour. Product: ClC=1NC(C2=C(N1)N(C=C2)C)=O (2-chloro-7-methyl-3,7-dihydro-pyrrolo[2,3-d]pyrimidin-4-one). Yield: 100.6%. As a reaction SMILES: [Cl:1][C:2]1[N:3]=[C:4](Cl)[C:5]2[CH:10]=[CH:9][N:8]([CH3:11])[C:6]=2[N:7]=1.[OH-:13].[K+].Cl>>[Cl:1][C:2]1[NH:3][C:4](=[O:13])[C:5]2[CH:10]=[CH:9][N:8]([CH3:11])[C:6]=2[N:7]=1 |f:1.2|. Procedure: 2,4-dichloro-7-methyl-7H-pyrrolo[2,3-d]pyrimidine (2.39 g, 11.8 mmol) was treated with a 2M aqueous potassium hydroxide solution (70 mL, 140 mmol). The reaction was warmed to 100° C., where it was stirred overnight. The reaction was allowed to cool down to room temperature gradually, where it stirred for an additional 2 nights. The reaction was brought to pH ˜7-8 with a 3N aqueous hydrochloric acid solution. The resulting light yellow mixture was cooled in an ice/water bath and filtered, rinsing...